From a dataset of the Open Reaction Database (ORD), a public repository of structured organic reaction records. describe an organic reaction: reactants, conditions, products, and yield Reactants: ClC1=C(C(=O)CC(=O)OC)C=CC=C1 (methyl 2-chlorobenzoylacetate), COC(N(C)C)OC (N,N-dimethylformamide dimethylacetal). Yields the product ClC1=C(C=CC=C1)C(C(C(=O)OC)=CN(C)C)=O (Methyl 2-chloro-α-[(dimethylamino)methylene]-β-oxo-benzenepropanoate). Yield: 57.7%. RXN SMILES: [Cl:1][C:2]1[CH:14]=[CH:13][CH:12]=[CH:11][C:3]=1[C:4]([CH2:6][C:7]([O:9][CH3:10])=[O:8])=[O:5].CO[CH:17](OC)[N:18]([CH3:20])[CH3:19]>>[Cl:1][C:2]1[CH:14]=[CH:13][CH:12]=[CH:11][C:3]=1[C:4](=[O:5])[C:6](=[CH:17][N:18]([CH3:20])[CH3:19])[C:7]([O:9][CH3:10])=[O:8]. Procedure: A mixture of methyl 2-chlorobenzoylacetate (Acros; 266 mg, 1.25 mmol) and N,N-dimethylformamide dimethylacetal (161 mg, 1.35 mmol) was stirred at rt under N2 for 2 weeks. The reaction was then concentrated in vacuo and the residue was adsorbed on silica gel and chromatographed. Elution with 3:1 EtOAc/hexanes afforded 193 mg of the title compound as a yellow solid.